This data is from the Open Reaction Database (ORD), a public repository of structured organic reaction records. The task is: describe an organic reaction: reactants, conditions, products, and yield Reactants: BrC1=CC2=C(N(C=N2)CC2=CC3=C(N=C(S3)N[C@H]3[C@@H](CCCC3)O)C=C2)C(=C1)F ((1R,2R)-2-((6-((5-bromo-7-fluoro-1H-benzo[d]imidazol-1-yl)methyl)benzo[d]thiazol-2-yl)amino)cyclohexanol), CN(C)C=O (DMF). Reagents/catalysts: [C-]#N.[Zn+2].[C-]#N (zinc cyanide), C1(=CC=CC=C1)P([C-]1C=CC=C1)C1=CC=CC=C1.[C-]1(C=CC=C1)P(C1=CC=CC=C1)C1=CC=CC=C1.[Fe+2] (1,1′-bis(diphenylphosphino)ferrocene), C=1C=CC(=CC1)/C=C/C(=O)/C=C/C2=CC=CC=C2.C=1C=CC(=CC1)/C=C/C(=O)/C=C/C2=CC=CC=C2.C=1C=CC(=CC1)/C=C/C(=O)/C=C/C2=CC=CC=C2.[Pd].[Pd] (tris(dibenzylideneacetone)dipalladium), [C-]#N.[Zn+2].[C-]#N (zinc cyanide), C1(=CC=CC=C1)P([C-]1C=CC=C1)C1=CC=CC=C1.[C-]1(C=CC=C1)P(C1=CC=CC=C1)C1=CC=CC=C1.[Fe+2] (1,1′-bis(diphenylphosphino)ferrocene), C=1C=CC(=CC1)/C=C/C(=O)/C=C/C2=CC=CC=C2.C=1C=CC(=CC1)/C=C/C(=O)/C=C/C2=CC=CC=C2.C=1C=CC(=CC1)/C=C/C(=O)/C=C/C2=CC=CC=C2.[Pd].[Pd] (tris(dibenzylideneacetone)dipalladium). Run at temperature 100 celsius, time 15 hour. Yield: 2.0%. Yields the product FC1=CC(=CC2=C1N(C=N2)CC2=CC1=C(N=C(S1)N[C@H]1[C@@H](CCCC1)O)C=C2)C#N (7-fluoro-1-((2-(((1R,2R)-2-hydroxycyclohexyl)amino)benzo[d]thiazol-6-yl)methyl)-1H-benzo[d]imidazole-5-carbonitrile). Reported procedure: A stirred mixture of (1R,2R)-2-((6-((5-bromo-7-fluoro-1H-benzo[d]imidazol-1-yl)methyl)benzo[d]thiazol-2-yl)amino)cyclohexanol (150 mg, 0.316 mmol) from Example 203, zinc cyanide (111 mg, 0.948 mmol), 1,1′-bis(diphenylphosphino)ferrocene (35 mg, 0.0632 mmol) and anhydrous DMF (2 mL) was purged with a stream of argon. To the mixture was added palladium(trisdibenzylideneacetone) (0) (29 mg, 0.0316 mmol) and the mixture was heated in a sealed tube 100° C. for 6 h. The mixture was cooled and addition... As a reaction SMILES: Br[C:2]1[CH:28]=[C:27]([F:29])[C:5]2[N:6]([CH2:9][C:10]3[CH:26]=[CH:25][C:13]4[N:14]=[C:15]([NH:17][C@@H:18]5[CH2:23][CH2:22][CH2:21][CH2:20][C@H:19]5[OH:24])[S:16][C:12]=4[CH:11]=3)[CH:7]=[N:8][C:4]=2[CH:3]=1.[CH3:30][N:31](C=O)C>[C-]#N.[Zn+2].[C-]#N.C1(P(C2C=CC=CC=2)[C-]2C=CC=C2)C=CC=CC=1.[C-]1(P(C2C=CC=CC=2)C2C=CC=CC=2)C=CC=C1.[Fe+2].C1C=CC(/C=C/C(/C=C/C2C=CC=CC=2)=O)=CC=1.C1C=CC(/C=C/C(/C=C/C2C=CC=CC=2)=O)=CC=1.C1C=CC(/C=C/C(/C=C/C2C=CC=CC=2)=O)=CC=1.[Pd].[Pd]>[F:29][C:27]1[C:5]2[N:6]([CH2:9][C:10]3[CH:26]=[CH:25][C:13]4[N:14]=[C:15]([NH:17][C@@H:18]5[CH2:23][CH2:22][CH2:21][CH2:20][C@H:19]5[OH:24])[S:16][C:12]=4[CH:11]=3)[CH:7]=[N:8][C:4]=2[CH:3]=[C:2]([C:30]#[N:31])[CH:28]=1 |f:2.3.4,5.6.7,8.9.10.11.12|.